Dataset: the Open Reaction Database (ORD), a public repository of structured organic reaction records. Task: describe an organic reaction: reactants, conditions, products, and yield Starting materials: FC(C(=O)NC=1N=C2N(C=C(C=C2)C(=O)OC)C1)(F)F (Methyl 2-(2,2,2-trifluoroacetamido)imidazo[1,2-a]pyridine-6-carboxylate), [H-].[Al+3].[Li+].[H-].[H-].[H-] (lithium aluminum hydride). Run in C1CCOC1 (THF). Run at temperature 0 celsius, time 1 hour. The product is FC(C(=O)NC=1N=C2N(C=C(C=C2)CO)C1)(F)F (2,2,2-Trifluoro-N-(6-(hydroxymethyl)imidazo[1,2-a]pyridin-2-yl)acetamide). Isolated yield 51.8%. As a reaction SMILES: [F:1][C:2]([F:20])([F:19])[C:3]([NH:5][C:6]1[N:7]=[C:8]2[CH:13]=[CH:12][C:11]([C:14](OC)=[O:15])=[CH:10][N:9]2[CH:18]=1)=[O:4].[H-].[Al+3].[Li+].[H-].[H-].[H-]>C1COCC1>[F:20][C:2]([F:1])([F:19])[C:3]([NH:5][C:6]1[N:7]=[C:8]2[CH:13]=[CH:12][C:11]([CH2:14][OH:15])=[CH:10][N:9]2[CH:18]=1)=[O:4] |f:1.2.3.4.5.6|. Procedure details: To a stirred solution of compound 1B (470 mg, 1.64 mmol) in anhydrous THF (20 mL) were portion wise added lithium aluminum hydride (155 mg, 4.09 mmol) at 0° C. After being stirred for 1 h at 0° C., the reaction was quenched with 0.16 mL of water, followed by 0.16 mL of 15% NaOH and 0.48 mL of water. The heterogenous reaction mixture was stirred for 0.5 h at room temperature and then filtered through celite. Residue was washed with THF. Filtrate and washings were concentrated and the crude residu... Starting materials: BrCC1CCCC1, N#Cc1cccc(Cn2c(-c3ccc(Cl)cc3O)nc3cc(F)c(F)cc32)c1. The product is N#Cc1cccc(Cn2c(-c3ccc(Cl)cc3OCC3CCCC3)nc3cc(F)c(F)cc32)c1. RXN SMILES: [Br:29][CH2:30][CH:31]1[CH2:32][CH2:33][CH2:34][CH2:35]1.[Cl:1][c:2]1[cH:3][c:4]([OH:28])[c:5](-[c:8]2[n:9][c:10]3[c:11]([n:12]2[CH2:13][c:14]2[cH:15][c:16]([C:17]#[N:18])[cH:19][cH:20][cH:21]2)[cH:22][c:23]([F:27])[c:24]([F:26])[cH:25]3)[cH:6][cH:7]1>>[Cl:1][c:2]1[cH:3][c:4]([O:28][CH2:30][CH:31]2[CH2:32][CH2:33][CH2:34][CH2:35]2)[c:5](-[c:8]2[n:9][c:10]3[c:11]([n:12]2[CH2:13][c:14]2[cH:15][c:16]([C:17]#[N:18])[cH:19][cH:20][cH:21]2)[cH:22][c:23]([F:27])[c:24]([F:26])[cH:25]3)[cH:6][cH:7]1. Reactants: CC1=CC2=C(CN(CCC2O)C)O1 (2,7-dimethyl-5,6,7,8-tetrahydro-4H-furo[2,3-c]azepin-4-ol), C(N)(=O)C1=CC(=C(C=C1)F)Cl (4-carbamoyl-2-chloro-1-fluorobenzene). Product: Cl.C(N)(=O)C1=CC(=C(C=C1)OC1C2=C(CN(CC1)C)OC(=C2)C)Cl (4-(4-Carbamoyl-2-chlorophenyloxy)-2,7-dimethyl-5,6,7,8-tetrahydro-4H-furo[2,3-c]azepine hydrochloride). Reaction SMILES: [CH3:1][C:2]1[O:13][C:5]2[CH2:6][N:7]([CH3:12])[CH2:8][CH2:9][CH:10]([OH:11])[C:4]=2[CH:3]=1.[C:14]([C:17]1[CH:22]=[CH:21][C:20](F)=[C:19]([Cl:24])[CH:18]=1)(=[O:16])[NH2:15]>>[ClH:24].[C:14]([C:17]1[CH:22]=[CH:21][C:20]([O:11][CH:10]2[CH2:9][CH2:8][N:7]([CH3:12])[CH2:6][C:5]3[O:13][C:2]([CH3:1])=[CH:3][C:4]2=3)=[C:19]([Cl:24])[CH:18]=1)(=[O:16])[NH2:15] |f:2.3|. Reported procedure: The same method as in Example 3 was conducted using 2,7-dimethyl-5,6,7,8-tetrahydro-4H-furo[2,3-c]azepin-4-ol (Reference Example 20) instead of 6-methyl-4,5,6,7-tetrahydrothieno[2,3-c]pyridin-4-ol (Reference Example 6) and was conducted using 4-carbamoyl-2-chloro-1-fluorobenzene instead of 1,3-difluorobenzene to give the objective compound. Starting materials: C([O-])([O-])=O.[Cs+].[Cs+] (Cesium carbonate), ClC1=C(C(=NC=N1)OC1CCN(CC1)C1=NC(=NO1)C(C)C)C (5-(4-(6-chloro-5-methylpyrimidin-4-yloxy)piperidin-1-yl)-3-isopropyl-1,2,4-oxadiazole), CC1(OCC(CO1)C1=CC=C(C=C1)O)C (4-(2,2-dimethyl-1,3-dioxan-5-yl)phenol). Solvent: CN(C)C=O (DMF). Run at temperature 80 celsius, time 3 hour. Yields the product CC1(OCC(CO1)C1=CC=C(OC2=C(C(=NC=N2)OC2CCN(CC2)C2=NC(=NO2)C(C)C)C)C=C1)C (5-(4-(6-(4-(2,2-dimethyl-1,3-dioxan-5-yl)phenoxy)-5-methylpyrimidin-4-yloxy)piperidin-1-yl)-3-isopropyl-1,2,4-oxadiazole). The yield is 44.9%. As a reaction SMILES: C(=O)([O-])[O-].[Cs+].[Cs+].Cl[C:8]1[N:13]=[CH:12][N:11]=[C:10]([O:14][CH:15]2[CH2:20][CH2:19][N:18]([C:21]3[O:25][N:24]=[C:23]([CH:26]([CH3:28])[CH3:27])[N:22]=3)[CH2:17][CH2:16]2)[C:9]=1[CH3:29].[CH3:30][C:31]1([CH3:44])[O:36][CH2:35][CH:34]([C:37]2[CH:42]=[CH:41][C:40]([OH:43])=[CH:39][CH:38]=2)[CH2:33][O:32]1>CN(C=O)C>[CH3:30][C:31]1([CH3:44])[O:32][CH2:33][CH:34]([C:37]2[CH:42]=[CH:41][C:40]([O:43][C:8]3[N:13]=[CH:12][N:11]=[C:10]([O:14][CH:15]4[CH2:20][CH2:19][N:18]([C:21]5[O:25][N:24]=[C:23]([CH:26]([CH3:28])[CH3:27])[N:22]=5)[CH2:17][CH2:16]4)[C:9]=3[CH3:29])=[CH:39][CH:38]=2)[CH2:35][O:36]1 |f:0.1.2|. Procedure: Cesium carbonate (755 mg, 0.002317 moles) was added to a solution of 5-(4-(6-chloro-5-methylpyrimidin-4-yloxy)piperidin-1-yl)-3-isopropyl-1,2,4-oxadiazole (1.2 gm, 0.003365 moles) and 4-(2,2-dimethyl-1,3-dioxan-5-yl)phenol (700 mg, 0.003365 moles) in dry DMF (10 ml) and the reaction mixture was stirred at 80° C. for 3 hours. Then reaction mixture was poured into ice cold water and extracted with ethyl acetate. The organic extract was successively washed with water & brine, dried over sodium sulf... The reactants are COC=1C=C(C(=O)N2CC(CC2)(CCO)C2=CC(=C(C=C2)Cl)Cl)C=C(C1OC)OC (1-(3,4,5-trimethoxybenzoyl)-3-(3,4-dichlorophenyl)-3-(2-hydroxyethyl)pyrrolidine), C(C)(C)N(C(C)C)CC (N,N-diisopropylethylamine), CS(=O)(=O)Cl (methanesulfonyl chloride). Run in ClCCl (dichloromethane). Procedure: Combine 1-(3,4,5-trimethoxybenzoyl)-3-(3,4-dichlorophenyl)-3-(2-hydroxyethyl)pyrrolidine (200 mg, 0.44 mmol) and N,N-diisopropylethylamine (0.17 mL, 0.97 mmol) in dichloromethane (25 mL). Cool in a ice-bath. Add dropwise, methanesulfonyl chloride (0.066 g, 0.57 mmol). After 2 hours, extract with 1 M hydrochloric acid solution and 5% sodium bicarbonate solution. Dry the organic layer over MgSO4, filter, and concentrate in vacuo to give the title compound: Rf=0.42 (silica gel, 6% methanol/dichloro... Reaction SMILES: [CH3:1][O:2][C:3]1[CH:4]=[C:5]([CH:24]=[C:25]([O:29][CH3:30])[C:26]=1[O:27][CH3:28])[C:6]([N:8]1[CH2:12][CH2:11][C:10]([C:16]2[CH:21]=[CH:20][C:19]([Cl:22])=[C:18]([Cl:23])[CH:17]=2)([CH2:13][CH2:14][OH:15])[CH2:9]1)=[O:7].C(N(CC)C(C)C)(C)C.[CH3:40][S:41](Cl)(=[O:43])=[O:42]>ClCCl>[CH3:1][O:2][C:3]1[CH:4]=[C:5]([CH:24]=[C:25]([O:29][CH3:30])[C:26]=1[O:27][CH3:28])[C:6]([N:8]1[CH2:12][CH2:11][C:10]([C:16]2[CH:21]=[CH:20][C:19]([Cl:22])=[C:18]([Cl:23])[CH:17]=2)([CH2:13][CH2:14][O:15][S:41]([CH3:40])(=[O:43])=[O:42])[CH2:9]1)=[O:7]. Run at time 2 hour. Product: COC=1C=C(C(=O)N2CC(CC2)(CCOS(=O)(=O)C)C2=CC(=C(C=C2)Cl)Cl)C=C(C1OC)OC (1-(3,4,5-trimethoxybenzoyl)-3-(3,4-dichlorophenyl)-3-(2-methanesulfonyloxyethyl)pyrrolidine). The reactants are ClC=1N=CC2=C(N1)N(C=C(C2=O)C(=O)OCC)CC (2-chloro-5-oxo-6-carbethoxy-8-ethyl-5,8-dihydropyrido(2,3-d)pyrimidine), C(CC)N1CCNCC1 (1-propyl-piperazine). Solvent: C(Cl)(Cl)Cl (chloroform). The product is C(CC)N1CCN(CC1)C=1N=CC2=C(N1)N(C=C(C2=O)C(=O)OCC)CC (2-(4'-propylpiperazino)-5-oxo-6-carbethoxy-8-ethyl-5,8-dihydro-pyrido(2,3-d)pyrimidine). Yield: 84.6%. Reaction SMILES: Cl[C:2]1[N:3]=[CH:4][C:5]2[C:11](=[O:12])[C:10]([C:13]([O:15][CH2:16][CH3:17])=[O:14])=[CH:9][N:8]([CH2:18][CH3:19])[C:6]=2[N:7]=1.[CH2:20]([N:23]1[CH2:28][CH2:27][NH:26][CH2:25][CH2:24]1)[CH2:21][CH3:22]>C(Cl)(Cl)Cl>[CH2:20]([N:23]1[CH2:28][CH2:27][N:26]([C:2]2[N:3]=[CH:4][C:5]3[C:11](=[O:12])[C:10]([C:13]([O:15][CH2:16][CH3:17])=[O:14])=[CH:9][N:8]([CH2:18][CH3:19])[C:6]=3[N:7]=2)[CH2:25][CH2:24]1)[CH2:21][CH3:22]. Procedure: As described in Example XII, the condensation of 2.8 g of 2-chloro-5-oxo-6-carbethoxy-8-ethyl-5,8-dihydropyrido(2,3-d)pyrimidine with 2.2 g of 1-propyl-piperazine, in chloroform (40 cm3) gives, after the treatments described in Example XII, 3.14 g of 2-(4'-propylpiperazino)-5-oxo-6-carbethoxy-8-ethyl-5,8-dihydro-pyrido(2,3-d)pyrimidine (yield 84%); melting point 149° C., after recrystallisation from ethyl acetate.